From a dataset of the Open Reaction Database (ORD), a public repository of structured organic reaction records. describe an organic reaction: reactants, conditions, products, and yield The reactants are Cl, CC(C)(C)OC(=O)NCc1nnc(-c2ccc(OCc3cccc(F)c3)cc2)s1, C1COCCO1. Yields the product NCc1nnc(-c2ccc(OCc3cccc(F)c3)cc2)s1. As a reaction SMILES: [ClH:30].[F:1][c:2]1[cH:3][c:4]([CH2:5][O:6][c:7]2[cH:8][cH:9][c:10](-[c:13]3[n:14][n:15][c:16]([CH2:18][NH:19][C:20](=[O:21])[O:22][C:23]([CH3:24])([CH3:25])[CH3:26])[s:17]3)[cH:11][cH:12]2)[cH:27][cH:28][cH:29]1.[O:31]1[CH2:32][CH2:33][O:34][CH2:35][CH2:36]1>>[F:1][c:2]1[cH:3][c:4]([CH2:5][O:6][c:7]2[cH:8][cH:9][c:10](-[c:13]3[n:14][n:15][c:16]([CH2:18][NH2:19])[s:17]3)[cH:11][cH:12]2)[cH:27][cH:28][cH:29]1. The reactants are O=C([O-])[O-], CSc1nc(Cl)c([N+](=O)[O-])c(Oc2cc(C#N)ccc2OCc2ccccc2)n1, CC#N, [Cs+], [Cs+], NCc1ccccc1. The product is CSc1nc(NCc2ccccc2)c([N+](=O)[O-])c(Oc2cc(C#N)ccc2OCc2ccccc2)n1. Reaction SMILES: [C:30](=[O:31])([O-:32])[O-:33].[CH2:1]([c:2]1[cH:3][cH:4][cH:5][cH:6][cH:7]1)[O:8][c:9]1[c:10]([O:11][c:12]2[c:13]([N+:21](=[O:22])[O-:23])[c:14]([Cl:20])[n:15][c:16]([S:18][CH3:19])[n:17]2)[cH:24][c:25]([C:28]#[N:29])[cH:26][cH:27]1.[CH3:44][C:45]#[N:46].[Cs+:34].[Cs+:35].[NH2:36][CH2:37][c:38]1[cH:39][cH:40][cH:41][cH:42][cH:43]1>>[CH2:1]([c:2]1[cH:3][cH:4][cH:5][cH:6][cH:7]1)[O:8][c:9]1[c:10]([O:11][c:12]2[c:13]([N+:21](=[O:22])[O-:23])[c:14]([NH:36][CH2:37][c:38]3[cH:39][cH:40][cH:41][cH:42][cH:43]3)[n:15][c:16]([S:18][CH3:19])[n:17]2)[cH:24][c:25]([C:28]#[N:29])[cH:26][cH:27]1. Starting materials: C1=CCC=CC1 (1,4-cyclohexadiene), C(C1=CC=CC=C1)OC(=O)N[C@@H]([C@@H](C)CC)C(=O)OCC(COC([C@@H](NC(=O)OCC1=CC=CC=C1)[C@@H](C)CC)=O)OCN1C(N=C(C=C1)N)=O (2-((4-amino-1,2-dihydro-2-oxo-1-pyrimidinyl)methoxy)-1,3-propanediyl bis(N-((benzyloxy)carbonyl)-L-isoleucinate)), O (water). The reagents and catalysts are [Pd] (palladium). Solvent: C(C)(=O)O (acetic acid), C(C)(=O)O (acetic acid), C(C)(=O)O (acetic acid). Run at time 3 hour. Yields the product N[C@@H]([C@@H](C)CC)C(=O)OCC(COC([C@@H](N)[C@@H](C)CC)=O)OCN1C(N=C(C=C1)N)=O (2-((4-amino-1,2-dihydro-2-oxo-1-pyrimidinyl)methoxy)-1,3-propanediyl bis(L-isoleucinate)). RXN SMILES: C(OC([NH:11][C@H:12]([C:17]([O:19][CH2:20][CH:21]([O:42][CH2:43][N:44]1[CH:49]=[CH:48][C:47]([NH2:50])=[N:46][C:45]1=[O:51])[CH2:22][O:23][C:24](=[O:41])[C@H:25]([C@H:37]([CH2:39][CH3:40])[CH3:38])[NH:26]C(OCC1C=CC=CC=1)=O)=[O:18])[C@H:13]([CH2:15][CH3:16])[CH3:14])=O)C1C=CC=CC=1.C1CC=CCC=1.O>[Pd].C(O)(=O)C>[NH2:11][C@H:12]([C:17]([O:19][CH2:20][CH:21]([O:42][CH2:43][N:44]1[CH:49]=[CH:48][C:47]([NH2:50])=[N:46][C:45]1=[O:51])[CH2:22][O:23][C:24](=[O:41])[C@H:25]([C@H:37]([CH2:39][CH3:40])[CH3:38])[NH2:26])=[O:18])[C@H:13]([CH2:15][CH3:16])[CH3:14]. Procedure: To a cool mixture of 2.54 g of 2-((4-amino-1,2-dihydro-2-oxo-1-pyrimidinyl)methoxy)-1,3-propanediyl bis(N-((benzyloxy)carbonyl)-L-isoleucinate) and 5.16 g of 10% palladium catalyst in acetic acid was slowly added 6.4 mL of 1,4-cyclohexadiene. The mixture was allowed to stir at room temperature for 3 h. The reaction mixture was filtered through a pad of Celite, the filtrate was then concentrated and dried in the lyophiliser for 3 d. The residue was scraped off, affording 2.079 g (82%, as the acet... The reactants are CC(C)=O, CC(=O)c1cnc(Cl)s1, [Na+], [Na+], [OH-], O, [S-]c1ccccc1. The product is CC(=O)c1cnc(Sc2ccccc2)s1. RXN SMILES: [CH3:18][C:19](=[O:20])[CH3:21].[Cl:1][c:2]1[s:3][c:4]([C:7]([CH3:8])=[O:9])[cH:5][n:6]1.[Na+:17].[Na+:23].[OH-:22].[OH2:24].[c:10]1([S-:16])[cH:11][cH:12][cH:13][cH:14][cH:15]1>>[c:2]1([S:16][c:10]2[cH:11][cH:12][cH:13][cH:14][cH:15]2)[s:3][c:4]([C:7]([CH3:8])=[O:9])[cH:5][n:6]1.